The task is: describe an organic reaction: reactants, conditions, products, and yield. This data is from the Open Reaction Database (ORD), a public repository of structured organic reaction records. Reactants: COC=1C=C2C(=CC=NC2=CC1OC)OC1=C(C=C(N)C=C1)F (4-[(6,7-dimethoxy-4-quinolyl)oxy]-3-fluoro-aniline), C(C)OC=1C(=NN(C1)C1=CC(=C(C=C1)F)OC)C(=O)Cl (4-ethoxy-1-(4-fluoro-3-methoxyphenyl)-1H-pyrazole-3-carbonyl chloride). Yields the product COC=1C=C2C(=CC=NC2=CC1OC)OC1=C(C=C(C=C1)NC(=O)C1=NN(C=C1OCC)C1=CC(=C(C=C1)F)OC)F (N-(4-((6,7-dimethoxyquinolin-4-yl)oxy)-3-fluorophenyl)-4-ethoxy-1-(4-fluoro-3-methoxyphenyl)-1H-pyrazole-3-carboxamide). Reaction SMILES: [CH3:1][O:2][C:3]1[CH:4]=[C:5]2[C:10](=[CH:11][C:12]=1[O:13][CH3:14])[N:9]=[CH:8][CH:7]=[C:6]2[O:15][C:16]1[CH:22]=[CH:21][C:19]([NH2:20])=[CH:18][C:17]=1[F:23].[CH2:24]([O:26][C:27]1[C:28]([C:41](Cl)=[O:42])=[N:29][N:30]([C:32]2[CH:37]=[CH:36][C:35]([F:38])=[C:34]([O:39][CH3:40])[CH:33]=2)[CH:31]=1)[CH3:25]>>[CH3:1][O:2][C:3]1[CH:4]=[C:5]2[C:10](=[CH:11][C:12]=1[O:13][CH3:14])[N:9]=[CH:8][CH:7]=[C:6]2[O:15][C:16]1[CH:22]=[CH:21][C:19]([NH:20][C:41]([C:28]2[C:27]([O:26][CH2:24][CH3:25])=[CH:31][N:30]([C:32]3[CH:37]=[CH:36][C:35]([F:38])=[C:34]([O:39][CH3:40])[CH:33]=3)[N:29]=2)=[O:42])=[CH:18][C:17]=1[F:23]. Procedure: Following the general procedure reported in Preparative Example 16 Step 5 X9 was prepared from A2 and 4-ethoxy-1-(4-fluoro-3-methoxyphenyl)-1H-pyrazole-3-carbonyl chloride, which was prepared similar to Preparative Example 16 step 1-4. 1H NMR (400 MHz, d5-DMSO, 300K) δ 1.39 (t, J=7.0 Hz, 3H), 3.94 (s, 6H), 3.96 (s, 3H), 4.10 (q, J=7.0 Hz, 2H), 6.48 (d, J=5.2 Hz, 1H), 7.40 (m, 2H), 7.46 (t, J=9.0 Hz, 1H), 7.52 (m, 2H), 7.70 (m, 2H), 8.03 (dd, J=2.4 Hz, J=13.2 Hz, 1H), 8.48 (d, J=5.2 Hz, 1H), 8.52...